Dataset: the Open Reaction Database (ORD), a public repository of structured organic reaction records. Task: describe an organic reaction: reactants, conditions, products, and yield Starting materials: CC=1C=C(OC1C)C(=O)C=1C=NC=CC1C ((4,5-Dimethylfuran-2-yl)-(4-methylpyridin-3-yl)-methanone), N (ammonia). Solvent: CO (methanol). Reaction conditions: temperature 160 celsius, time 8 hour. Yields the product CC=1C=C(C(=NC1C)C=1C=NC=CC1C)O (5,6,4′-trimethyl-[2,3′]bipyridin-3-ol). Isolated yield 20.0%. As a reaction SMILES: [CH3:1][C:2]1[CH:3]=[C:4]([C:8]([C:10]2[CH:11]=[N:12][CH:13]=[CH:14][C:15]=2[CH3:16])=O)[O:5][C:6]=1[CH3:7].[NH3:17]>CO>[CH3:1][C:2]1[CH:3]=[C:4]([OH:5])[C:8]([C:10]2[CH:11]=[N:12][CH:13]=[CH:14][C:15]=2[CH3:16])=[N:17][C:6]=1[CH3:7]. Procedure: (4,5-Dimethylfuran-2-yl)-(4-methylpyridin-3-yl)-methanone (150 mg), methanol (2 ml), and a 28% aqueous ammonia solution (2 ml) were placed in a sealed tube and was stirred at 160° C. overnight. The reaction solution was cooled to room temperature, and the solvent was then removed by distillation under the reduced pressure, and the residue was purified by thin layer chromatography using hexane-acetone to give 5,6,4′-trimethyl-[2,3′]bipyridin-3-ol (30 mg, yield 20%). The reactants are CCOC(=O)c1cnc2cc(F)ccc2c1O, [Na+], [OH-]. Product: O=C(O)c1cnc2cc(F)ccc2c1O. Reaction SMILES: [F:1][c:2]1[cH:3][cH:4][c:5]2[c:6]([OH:17])[c:7]([C:12](=[O:13])[O:14][CH2:15][CH3:16])[cH:8][n:9][c:10]2[cH:11]1.[Na+:19].[OH-:18]>>[F:1][c:2]1[cH:3][cH:4][c:5]2[c:6]([OH:17])[c:7]([C:12](=[O:13])[OH:14])[cH:8][n:9][c:10]2[cH:11]1. Reactants: ClC1=NC=C2C(=N1)N(C(N(C2C(C)C)C2=CC=C(C=C2)OC)=O)C2=CC=CC=C2 ((±)-7-chloro-4-isopropyl-3-(4-methoxy-phenyl)-1-phenyl-3,4-dihydro-1H-pyrimido[4,5-d]pyrimidin-2-one), NC1=CC=CC=C1 (aniline). Run at temperature 100 celsius. Product: C(C)(C)C1N(C(N(C2=NC(=NC=C21)NC2=CC=CC=C2)C2=CC=CC=C2)=O)C2=CC=C(C=C2)OC ((±)-4-isopropyl-3-(4-methoxy-phenyl)-1-phenyl-7-phenylamino-3,4-dihydro-1H-pyrimido[4,5-d]pyrimidin-2-one). Reaction SMILES: Cl[C:2]1[N:7]=[C:6]2[N:8]([C:24]3[CH:29]=[CH:28][CH:27]=[CH:26][CH:25]=3)[C:9](=[O:23])[N:10]([C:15]3[CH:20]=[CH:19][C:18]([O:21][CH3:22])=[CH:17][CH:16]=3)[CH:11]([CH:12]([CH3:14])[CH3:13])[C:5]2=[CH:4][N:3]=1.[NH2:30][C:31]1[CH:36]=[CH:35][CH:34]=[CH:33][CH:32]=1>>[CH:12]([CH:11]1[C:5]2[C:6](=[N:7][C:2]([NH:30][C:31]3[CH:36]=[CH:35][CH:34]=[CH:33][CH:32]=3)=[N:3][CH:4]=2)[N:8]([C:24]2[CH:25]=[CH:26][CH:27]=[CH:28][CH:29]=2)[C:9](=[O:23])[N:10]1[C:15]1[CH:20]=[CH:19][C:18]([O:21][CH3:22])=[CH:17][CH:16]=1)([CH3:13])[CH3:14]. Reported procedure: (±)-7-Chloro-4-isopropyl-3-(4-methoxy-phenyl)-1-phenyl-3,4-dihydro-1H-pyrimido[4,5-d]pyrimidin-2-one (22.0 mg; 0.054 mmol) (from Example 11d supra) and aniline (50 μL; 0.55 mmol) (Aldrich) were combined and heated in an oil bath at 100° C. for 1 hour. Upon cooling, the residue was triturated with hexanes and the supernatant was decanted off. The residue was dissolved in ethyl acetate and washed with water and then brine. The organic phase was mixed with silica gel, concentrated and subsequently ... Starting materials: CCOC(C)=O, COC(OC)N(C)C, CC(=O)c1c(-c2ccc(F)cc2)nn2c(NC3CCCC3)cccc12, O. Yields the product CN(C)C=CC(=O)c1c(-c2ccc(F)cc2)nn2c(NC3CCCC3)cccc12. As a reaction SMILES: [CH2:26]([O:27][C:28](=[O:29])[CH3:30])[CH3:31].[CH3:33][O:34][CH:35]([N:36]([CH3:37])[CH3:38])[O:39][CH3:40].[CH:1]1([NH:6][c:7]2[cH:8][cH:9][cH:10][c:11]3[n:12]2[n:13][c:14](-[c:19]2[cH:20][cH:21][c:22]([F:25])[cH:23][cH:24]2)[c:15]3[C:16]([CH3:17])=[O:18])[CH2:2][CH2:3][CH2:4][CH2:5]1.[OH2:32]>>[CH:1]1([NH:6][c:7]2[cH:8][cH:9][cH:10][c:11]3[n:12]2[n:13][c:14](-[c:19]2[cH:20][cH:21][c:22]([F:25])[cH:23][cH:24]2)[c:15]3[C:16]([CH:17]=[CH:35][N:36]([CH3:37])[CH3:38])=[O:18])[CH2:2][CH2:3][CH2:4][CH2:5]1. The reactants are C(C)(=O)OCC (ethyl acetate), CCCCCC (hexane). Product: C1(=CC=CC=C1)CCCCCCCCCCCCCO (13-Phenyltridecanol). RXN SMILES: C([O:4][CH2:5][CH3:6])(=O)C.[CH3:7][CH2:8][CH2:9][CH2:10][CH2:11][CH3:12]>>[C:9]1([CH2:7][CH2:8][CH2:9][CH2:10][CH2:11][CH2:12][CH2:7][CH2:8][CH2:9][CH2:10][CH2:11][CH2:6][CH2:5][OH:4])[CH:8]=[CH:7][CH:12]=[CH:11][CH:10]=1. Procedure: Rf value : 0.24 (ethyl acetate:hexane=1:5) The reactants are C(#N)[BH3-].C(CCC)[N+](CCCC)(CCCC)CCCC (tetrabutylammonium cyanoborohydride), 4A, Cl (HCl), C12C(C3CC(CC(C1)C3)C2)=O (2-adamantanone), C(C)(C)N (isopropylamine). Solvent: ClCCl (dichloromethane). Yields the product C12C(C3CC(CC(C1)C3)C2)NC(C)C (adamantan-2-yl-isopropyl-amine). As a reaction SMILES: Cl.[CH:2]12[CH2:11][CH:6]3[CH2:7][CH:8]([CH2:10][CH:4]([CH2:5]3)[C:3]1=O)[CH2:9]2.[CH:13]([NH2:16])([CH3:15])[CH3:14].C([BH3-])#N.C([N+](CCCC)(CCCC)CCCC)CCC>ClCCl>[CH:2]12[CH2:11][CH:6]3[CH2:7][CH:8]([CH2:10][CH:4]([CH2:5]3)[CH:3]1[NH:16][CH:13]([CH3:15])[CH3:14])[CH2:9]2 |f:3.4|. Reported procedure: Methanolic HCl (2.5 M; 13.3 mmol) is added to a solution of 2-adamantanone (1.00 g, 6.7 mmol) in dichloromethane (25 mL) and then isopropylamine (2.5 mL, 29.4 mmol) is added, followed by tetrabutylammonium cyanoborohydride (1.41 g, 5 mmol) and approximately 1 g of 4A molecular sieves. The reaction mixture is stirred at room temperature until the reaction is complete, as judged by TLC. Then the mixture is filtered and the filtrate is acidified to pH 1 with 1 M HCl, and the solvent is evaporated. ... Starting materials: O=C(CCO)C (3-ketobutan-1-ol), C(C)C(=O)CC (diethyl ketone), C1(O)=CC=C(O)C=C1 (hydroquinone), C(C)C(=O)CC (diethyl ketone), C[O-].[Na+] (sodium methylate). Solvent: CO (methanol). Product: CC=1C(C(CCC1C)C)=O (2,3,6-trimethyl-2-cyclohexen-1-one), CC1C(=CC(CC1)=O)CC (4-methyl-3-ethyl-2-cyclohexen-1-one). As a reaction SMILES: O=[C:2]([CH3:6])[CH2:3][CH2:4][OH:5].[CH2:7]([C:9]([CH2:11]C)=O)[CH3:8].[C:13]1([CH:20]=[CH:19][C:17]([OH:18])=[CH:16][CH:15]=1)O.C[O-].[Na+]>CO>[CH3:13][C:3]1[C:4](=[O:5])[CH:7]([CH3:8])[CH2:9][CH2:11][C:2]=1[CH3:6].[CH3:7][CH:13]1[CH2:20][CH2:19][C:17](=[O:18])[CH:16]=[C:15]1[CH2:2][CH3:3] |f:3.4|. Procedure details: A mixture of 88 g of 3-ketobutan-1-ol, 150 g of diethyl ketone and 0.1 g of hydroquinone is dripped in the course of two hours into a mixture of 250 g of diethyl ketone and 10 g of a 30% by weight solution of sodium methylate in methanol which is boiling under reflux. The reaction mixture is then heated under reflux for another two hours. 37 g of water is removed from the reaction mixture by entrainment during the reaction. The whole is processed as described in Example 8. 73 g of 2,3,6-trimethy...